From a dataset of the Open Reaction Database (ORD), a public repository of structured organic reaction records. describe an organic reaction: reactants, conditions, products, and yield Reactants: C1CCOC1, COC(=O)c1c[nH]c(-c2cc(Nc3cccc(NC(=O)c4occc4C)c3)ccn2)c1, CO, Cl, [Na+], [OH-], O. Yields the product Cc1ccoc1C(=O)Nc1cccc(Nc2ccnc(-c3cc(C(=O)O)c[nH]3)c2)c1. As a reaction SMILES: [CH2:32]1[O:33][CH2:34][CH2:35][CH2:36]1.[CH3:1][c:2]1[c:3]([C:7](=[O:8])[NH:9][c:10]2[cH:11][c:12]([NH:16][c:17]3[cH:18][c:19](-[c:23]4[cH:24][c:25]([C:28](=[O:29])[O:30][CH3:31])[cH:26][nH:27]4)[n:20][cH:21][cH:22]3)[cH:13][cH:14][cH:15]2)[o:4][cH:5][cH:6]1.[CH3:37][OH:38].[ClH:41].[Na+:40].[OH-:39].[OH2:42]>>[CH3:1][c:2]1[c:3]([C:7](=[O:8])[NH:9][c:10]2[cH:11][c:12]([NH:16][c:17]3[cH:18][c:19](-[c:23]4[cH:24][c:25]([C:28](=[O:29])[OH:30])[cH:26][nH:27]4)[n:20][cH:21][cH:22]3)[cH:13][cH:14][cH:15]2)[o:4][cH:5][cH:6]1. Starting materials: C(C)(=O)OCCOC1=CC=C(C=CC2=CC=C(C=C2)S(=O)(=O)C)C=C1 (4'-(2-Acetoxyethoxy)-4-methylsulfonylstilbene), O (water). Solvent: C(C)O (ethanol), O1CCOCC1 (1,4-dioxane), Cl (HCl). The product is OCCOC1=CC=C(C=CC2=CC=C(C=C2)S(=O)(=O)C)C=C1 (4'-(2-Hydroxyethoxy)-4-methylsulfonylstilbene). The yield is 77.3%. Reaction SMILES: C([O:4][CH2:5][CH2:6][O:7][C:8]1[CH:25]=[CH:24][C:11]([CH:12]=[CH:13][C:14]2[CH:19]=[CH:18][C:17]([S:20]([CH3:23])(=[O:22])=[O:21])=[CH:16][CH:15]=2)=[CH:10][CH:9]=1)(=O)C.O>C(O)C.O1CCOCC1.Cl>[OH:4][CH2:5][CH2:6][O:7][C:8]1[CH:9]=[CH:10][C:11]([CH:12]=[CH:13][C:14]2[CH:19]=[CH:18][C:17]([S:20]([CH3:23])(=[O:22])=[O:21])=[CH:16][CH:15]=2)=[CH:24][CH:25]=1. Procedure details: 4'-(2-Acetoxyethoxy)-4-methylsulfonylstilbene (17 g, 0.05 mol, Example 2) was dissolved in a mixture of 125 mL of ethanol, 25 mL of 1,4-dioxane and 4.2 mL of concentrated HCl, and heated at reflux overnight. While heating, water was added to the reaction mixture to near precipitation and the solution was cooled. The precipitate was filtered, washed with water and dried in vacuum to give 12.3 g (77%) of the white product. m.p.=224°-226° C.